From a dataset of the Open Reaction Database (ORD), a public repository of structured organic reaction records. describe an organic reaction: reactants, conditions, products, and yield Reactants: C1(CC1)COC1=C(C=CC(=N1)C(=O)O)N1CC(C1)(F)F (6-cyclopropylmethoxy-5-(3,3-difluoro-azetidin-1-yl)-pyridine-2-carboxylic acid), FC([C@@H](C=1C=NC=CC1)N)(F)F ((R)-2,2,2-trifluoro-1-pyridin-3-yl-ethylamine). Yields the product FC([C@@H](C=1C=NC=CC1)NC(=O)C1=NC(=C(C=C1)N1CC(C1)(F)F)OCC1CC1)(F)F (6-Cyclopropylmethoxy-5-(3,3-difluoro-azetidin-1-yl)-pyridine-2-carboxylic acid ((R)-2,2,2-trifluoro-1-pyridin-3-yl-ethyl)-amide). As a reaction SMILES: [CH:1]1([CH2:4][O:5][C:6]2[N:11]=[C:10]([C:12]([OH:14])=O)[CH:9]=[CH:8][C:7]=2[N:15]2[CH2:18][C:17]([F:20])([F:19])[CH2:16]2)[CH2:3][CH2:2]1.[F:21][C:22]([F:32])([F:31])[C@H:23]([NH2:30])[C:24]1[CH:25]=[N:26][CH:27]=[CH:28][CH:29]=1>>[F:32][C:22]([F:21])([F:31])[C@H:23]([NH:30][C:12]([C:10]1[CH:9]=[CH:8][C:7]([N:15]2[CH2:18][C:17]([F:20])([F:19])[CH2:16]2)=[C:6]([O:5][CH2:4][CH:1]2[CH2:2][CH2:3]2)[N:11]=1)=[O:14])[C:24]1[CH:25]=[N:26][CH:27]=[CH:28][CH:29]=1. Procedure details: The title compound was synthesized in analogy to Example 1, using 6-cyclopropylmethoxy-5-(3,3-difluoro-azetidin-1-yl)-pyridine-2-carboxylic acid (Example 69 b) and (R)-2,2,2-trifluoro-1-pyridin-3-yl-ethylamine (CAN 1212813-98-3) as starting materials. MS (EI): m/e=443.1 [M+H]+. Starting materials: C=C(P(=O)(OCC)OCC)P(=O)(OCC)OCC, C1CCOC1, C[Si](C)(C)[N-][Si](C)(C)C, CC(=O)c1ccccc1, O=C1CCC(=O)N1Cl, [Li+]. The product is CCOP(=O)(OCC)C(Cl)(CCC(=O)c1ccccc1)P(=O)(OCC)OCC. RXN SMILES: [CH2:20]([CH3:21])[O:22][P:23]([O:24][CH2:25][CH3:26])(=[O:27])[C:28](=[CH2:29])[P:30]([O:31][CH2:32][CH3:33])([O:34][CH2:35][CH3:36])=[O:37].[CH2:46]1[O:47][CH2:48][CH2:49][CH2:50]1.[CH3:10][Si:11]([N-:12][Si:13]([CH3:14])([CH3:15])[CH3:16])([CH3:17])[CH3:18].[CH3:1][C:2](=[O:3])[c:4]1[cH:5][cH:6][cH:7][cH:8][cH:9]1.[Cl:38][N:39]1[C:40](=[O:41])[CH2:42][CH2:43][C:44]1=[O:45].[Li+:19]>>[CH2:1]([C:2](=[O:3])[c:4]1[cH:5][cH:6][cH:7][cH:8][cH:9]1)[CH2:29][C:28]([P:23]([O:22][CH2:20][CH3:21])([O:24][CH2:25][CH3:26])=[O:27])([P:30]([O:31][CH2:32][CH3:33])([O:34][CH2:35][CH3:36])=[O:37])[Cl:38].